This data is from the Open Reaction Database (ORD), a public repository of structured organic reaction records. The task is: describe an organic reaction: reactants, conditions, products, and yield Starting materials: C1CC1(CO)CO (1,1-cyclopropyldimethanol), C(C)(=O)OC(C)=O (acetic anhydride), Br (HBr). The solvent is N1=CC=CC=C1 (pyridine), C(Cl)Cl (methylene chloride), O (water), C(Cl)Cl (methylene chloride), C(C)(=O)O (acetic acid). Run at time 1 hour. Product: C(C)(=O)OCC1(CC1)CBr ([1-(bromomethyl)cyclopropyl]methyl acetate). The yield is 81.4%. RXN SMILES: [CH2:1]1[C:3]([CH2:6][OH:7])([CH2:4]O)[CH2:2]1.[C:8]([O:11]C(=O)C)(=O)[CH3:9].[BrH:15]>C(O)(=O)C.O.C(Cl)Cl.N1C=CC=CC=1>[C:8]([O:7][CH2:6][C:3]1([CH2:4][Br:15])[CH2:2][CH2:1]1)(=[O:11])[CH3:9]. Procedure: A 50 mL 3-neck round bottle flask was equipped with condenser, an addition funnel and a thermometer. Charge 2 g of 1,1-cyclopropyldimethanol, 5 g of acetic anhydride, 2 mL of methylene chloride and 0.77 g of pyridine to the flask. The reaction mixture was heated to about 90˜95° C. and kept continuous stirring about 1 hour. When the reaction was completed, the mixture was cooled and the 14.4 g of 33% HBr in glacial acetic acid was added while maintain below 20° C. After the addition, the reaction... Reactants: C1COCCO1, CCOC(=O)CCCCCOCCCC(F)(F)C(F)(F)F, [Na+], [OH-]. The product is O=C(O)CCCCCOCCCC(F)(F)C(F)(F)F. Reaction SMILES: [CH2:24]1[O:25][CH2:26][CH2:27][O:28][CH2:29]1.[F:1][C:2]([CH2:3][CH2:4][CH2:5][O:6][CH2:7][CH2:8][CH2:9][CH2:10][CH2:11][C:12](=[O:13])[O:14][CH2:15][CH3:16])([C:17]([F:18])([F:19])[F:20])[F:21].[Na+:23].[OH-:22]>>[F:1][C:2]([CH2:3][CH2:4][CH2:5][O:6][CH2:7][CH2:8][CH2:9][CH2:10][CH2:11][C:12](=[O:13])[OH:14])([C:17]([F:18])([F:19])[F:20])[F:21]. Starting materials: CN(S(=O)(=O)NC=1C=CC2=C(C(C=3C(=NC=C(C3)C(=O)OC)C=C2)=O)C1)C (methyl 7-{[(dimethylamino)sulfonyl]amino}-5-oxo-5H-benzo[4,5]cyclohepta[1,2-b]pyridine-3-carboxylate). The solvent is C1CCOC1 (THF), [OH-].[Na+] (sodium hydroxide). Yields the product CN(S(=O)(=O)NC=1C=CC2=C(C(C=3C(=NC=C(C3)C(=O)O)C=C2)=O)C1)C (7-{[(dimethylamino)sulfonyl]amino}-5-oxo-5H-benzo[4,5]cyclohepta[1,2-b]pyridine-3-carboxylic acid). As a reaction SMILES: [CH3:1][N:2]([CH3:27])[S:3]([NH:6][C:7]1[CH:8]=[CH:9][C:10]2[CH:24]=[CH:23][C:14]3=[N:15][CH:16]=[C:17]([C:19]([O:21]C)=[O:20])[CH:18]=[C:13]3[C:12](=[O:25])[C:11]=2[CH:26]=1)(=[O:5])=[O:4]>C1COCC1.[OH-].[Na+]>[CH3:1][N:2]([CH3:27])[S:3]([NH:6][C:7]1[CH:8]=[CH:9][C:10]2[CH:24]=[CH:23][C:14]3=[N:15][CH:16]=[C:17]([C:19]([OH:21])=[O:20])[CH:18]=[C:13]3[C:12](=[O:25])[C:11]=2[CH:26]=1)(=[O:4])=[O:5] |f:2.3|. Reported procedure: methyl 7-{[(dimethylamino)sulfonyl]amino}-5-oxo-5H-benzo[4,5]cyclohepta[1,2-b]pyridine-3-carboxylate (17 mg, 0.044 mmol) was dissolved in 1 mL of THF and 1 mL of 1 M aqueous sodium hydroxide. After 2 h the mixture was quenched by the addition of 1.1 mL of 1M HCl and the organics were removed in vacuo. The material was freeze dried to afford 7-{[(dimethylamino)sulfonyl]amino}-5-oxo-5H-benzo[4,5]cyclohepta[1,2-b]pyridine-3-carboxylic acid. Starting materials: NC1=CC=C(C=C1)C1=CSC2=C1OC(=CC2=O)N2CCOCC2 (3-(4-aminophenyl)-5-morpholino-7H-thieno[3,2-b]pyran-7-one), N1=CC=CC=C1 (pyridine), Cl.C(C1=CC=NC=C1)(=O)Cl (Isonicotinoyl chloride hydrochloric acid). The solvent is ClCCl (dichloromethane). Reaction conditions: temperature 0 celsius. The product is O1CCN(CC1)C1=CC(C2=C(O1)C(=CS2)C2=CC=C(C=C2)NC(C2=CN=CC=C2)=O)=O (N-(4-(5-morpholino-7-oxo-7H-thieno[3,2-b]pyran-3-yl)phenyl)nicotinamide). As a reaction SMILES: [NH2:1][C:2]1[CH:7]=[CH:6][C:5]([C:8]2[C:12]3[O:13][C:14]([N:18]4[CH2:23][CH2:22][O:21][CH2:20][CH2:19]4)=[CH:15][C:16](=[O:17])[C:11]=3[S:10][CH:9]=2)=[CH:4][CH:3]=1.[N:24]1[CH:29]=[CH:28][CH:27]=[CH:26][CH:25]=1.Cl.[C:31](Cl)(=[O:38])C1C=CN=CC=1>ClCCl>[O:21]1[CH2:22][CH2:23][N:18]([C:14]2[O:13][C:12]3[C:8]([C:5]4[CH:6]=[CH:7][C:2]([NH:1][C:31](=[O:38])[C:26]5[CH:27]=[CH:28][CH:29]=[N:24][CH:25]=5)=[CH:3][CH:4]=4)=[CH:9][S:10][C:11]=3[C:16](=[O:17])[CH:15]=2)[CH2:19][CH2:20]1 |f:2.3|. Procedure details: A 40 mL vial was charged with a magnetic stirring bar, 3-(4-aminophenyl)-5-morpholino-7H-thieno[3,2-b]pyran-7-one (56) (200 mg, 609 μmol) and pyridine (5 mL). The mixture was magnetically stirred and cooled to 0° C. in an ice bath. Isonicotinoyl chloride hydrochloric acid (669 μmol) was added and the reaction was stirred at room temperature for 30 minutes. The reaction was diluted with dichloromethane (15 mL) and washed three times with saturated aqueous sodium bicarbonate solution (15 mL). The ... The reactants are NC1=C(C(=O)N)C=CC=N1 (2-aminonicotinamide), OO (hydrogen peroxide), Cl (hydrochloric acid), [OH-].[Na+] (sodium hydroxide). The solvent is O (water). Conditions: temperature 60 celsius, time 1 hour. Yields the product NC1=C(C(=O)N)C=C(C=N1)Cl (2-amino-5-chloronicotinamide). As a reaction SMILES: [NH2:1][C:2]1[N:10]=[CH:9][CH:8]=[CH:7][C:3]=1[C:4]([NH2:6])=[O:5].OO.[OH-].[Na+].[ClH:15]>O>[NH2:1][C:2]1[N:10]=[CH:9][C:8]([Cl:15])=[CH:7][C:3]=1[C:4]([NH2:6])=[O:5] |f:2.3|. Procedure details: (Step 1) To a solution of 2-aminonicotinamide (0.5 g) in concentrated hydrochloric acid (3 ml) was added dropwise 30% aqueous hydrogen peroxide (0.3 ml). After stirring at 60° C. for 1 hr, the reaction mixture was diluted with water and basified with 1N aqueous sodium hydroxide solution. The mixture was extracted with a mixed solution of ethyl acetate and THF, washed with saturated brine and dried over magnesium sulfate. The reaction solvent was concentrated under reduced pressure, and the resid... Reactants: N(=[N+]=[N-])C1C(CN(CCC1)C(=O)OCC1=CC=CC=C1)O (benzyl 4-azido-3-hydroxyazepane-1-carboxylate), TEA, [Si](C)(C)(C(C)(C)C)OS(=O)(=O)C(F)(F)F (TBDMSOTf). Run in C(Cl)Cl (DCM). Conditions: temperature 25 celsius, time 3 hour. The product is N(=[N+]=[N-])C1C(CN(CCC1)C(=O)OCC1=CC=CC=C1)O[Si](C)(C)C(C)(C)C (benzyl 4-azido-3-(tert-butyldimethylsilyloxy)azepane-1-carboxylate). Yield: 36.3%. RXN SMILES: [Si:1]([O:8]S(C(F)(F)F)(=O)=O)([C:4]([CH3:7])([CH3:6])[CH3:5])([CH3:3])[CH3:2].[N:16]([CH:19]1[CH2:25][CH2:24][CH2:23][N:22]([C:26]([O:28][CH2:29][C:30]2[CH:35]=[CH:34][CH:33]=[CH:32][CH:31]=2)=[O:27])[CH2:21][CH:20]1O)=[N+:17]=[N-:18]>C(Cl)Cl>[N:16]([CH:19]1[CH2:25][CH2:24][CH2:23][N:22]([C:26]([O:28][CH2:29][C:30]2[CH:35]=[CH:34][CH:33]=[CH:32][CH:31]=2)=[O:27])[CH2:21][CH:20]1[O:8][Si:1]([C:4]([CH3:7])([CH3:6])[CH3:5])([CH3:3])[CH3:2])=[N+:17]=[N-:18]. Procedure details: TBDMSOTf (0.010 g, 0.038 mmol) was added drop-wise to the mixture of benzyl 4-azido-3-hydroxyazepane-1-carboxylate (0.010 g, 0.034 mmol, WO 2010/114971, Example 90.5) and TEA (0.0096 mL, 0.069 mmol) in DCM (50 mL). The mixture was stirred at about 25° C. for about 3 h. The mixture was concentrated under reduced pressure and the residue was purified by Prep-TLC (EtOAc/pet ether ¼) to give benzyl 4-azido-3-(tert-butyldimethylsilyloxy)azepane-1-carboxylate (0.005 g, 36%). The material was used with... Reactants: CCCCC[C@@H](/C=C/[C@H]1C=CC(=O)[C@@H]1C/C=C\CCCC(=O)O)O (PGA2), C(C(C)C)OC(=O)Cl (isobutylchloroformate). Run in C(C)N(CC)CC (triethylamine). Yields the product C1(=CC=CC=C1)C1=CC=C(C=C1)O (p-phenylphenol). RXN SMILES: CCCCC[C@H](O)/[CH:7]=[CH:8]/[C@@H:9]1[C@@H:14]([CH2:15]/[CH:16]=[CH:17]\[CH2:18][CH2:19]CC(O)=O)[C:12](=[O:13])[CH:11]=[CH:10]1.C(OC(Cl)=O)C(C)C>C(N(CC)CC)C>[C:14]1([C:9]2[CH:8]=[CH:7][C:12]([OH:13])=[CH:11][CH:10]=2)[CH:15]=[CH:16][CH:17]=[CH:18][CH:19]=1. Procedure: Following the procedure of Example 1 but using 0.561 g. of PGA2, 0.302 ml. of triethylamine, 0.286 ml. of isobutylchloroformate, and 0.570 g. of p-phenylphenol, there is obtained a crude oily residue. This residue is subjected to silica gel chromatography, eluting with ethyl acetate-hexane (2:3) saturated with water. The residue obtained by concentration of selected fractions, 0.381 g., an oil, is the title compound, having Rf 0.5 (TLC on silica gel in ethyl acetate-hexane (2:3).